This data is from the Open Reaction Database (ORD), a public repository of structured organic reaction records. The task is: describe an organic reaction: reactants, conditions, products, and yield Starting materials: C(#N)C=1C=C(C=C(C1)I)S(=O)(=O)NC(C)=N (N-(3-cyano-5-iodophenylsulfonyl) acetamidine), NC1=CC=CC=C1 (aniline). Run in ClC1=CC=CC=C1 (chlorobenzene). Yields the product C(#N)C=1C=C(C=C(C1)I)S(=O)(=O)NC(C)=NC1=CC=CC=C1 (N-(3-Cyano-5-iodophenylsulfonyl)-N'-phenylacetamidine). As a reaction SMILES: [C:1]([C:3]1[CH:4]=[C:5]([S:10]([NH:13][C:14](=[NH:16])[CH3:15])(=[O:12])=[O:11])[CH:6]=[C:7]([I:9])[CH:8]=1)#[N:2].N[C:18]1[CH:23]=[CH:22][CH:21]=[CH:20][CH:19]=1>ClC1C=CC=CC=1>[C:1]([C:3]1[CH:4]=[C:5]([S:10]([NH:13][C:14](=[N:16][C:18]2[CH:23]=[CH:22][CH:21]=[CH:20][CH:19]=2)[CH3:15])(=[O:12])=[O:11])[CH:6]=[C:7]([I:9])[CH:8]=1)#[N:2]. Reported procedure: A solution of 367 mg. (1 mmole) of N-(3-cyano-5-iodophenylsulfonyl) acetamidine in 10 ml. of chlorobenzene is heated with 205 mg. (2.2 mmoles) of aniline and the reaction mixture heated to reflux for 3 hours. The reaction mixture is cooled in an ice bath and filtered to remove the precipitate of aniline hydrochloride. The filtrate is treated with hexane affording crystalline N-(3-cyano-5-iodophenylsulfonyl)-N'-phenyl acetamidine. Starting materials: ClC1=NC=CC2=C(C=3NC=4C=CC(=CC4C3C=C21)O)C (1-chloro-9-hydroxy-5-methyl-6H-pyrido[4,3-b]carbazole), ClC1=NC=CC2=C(C=3NC=4C=CC(=CC4C3C=C21)O)C (1-chloro-9-hydroxy-5-methyl-6H-pyrido[4,3-b]carbazole), CN(C)C=O (DMF), C(=O)([O-])[O-].[K+].[K+] (K2CO3), C(C1=CC=CC=C1)Br (benzyl bromide). Run in CC(=O)C (acetone), CC(=O)C (acetone). Reaction conditions: time 24 hour. The product is ClC1=NC=CC2=C(C=3NC=4C=CC(=CC4C3C=C21)OCC2=CC=CC=C2)C (1-chloro-9-benzyloxy-5-methyl-6H-pyrido[4,3-b]carbazole). Isolated yield 51.2%. RXN SMILES: [CH2:1](Br)[C:2]1[CH:7]=[CH:6][CH:5]=[CH:4][CH:3]=1.[Cl:9][C:10]1[C:26]2[C:14](=[C:15]([CH3:28])[C:16]3[NH:17][C:18]4[CH:19]=[CH:20][C:21]([OH:27])=[CH:22][C:23]=4[C:24]=3[CH:25]=2)[CH:13]=[CH:12][N:11]=1.CN(C=O)C.C([O-])([O-])=O.[K+].[K+]>CC(C)=O>[Cl:9][C:10]1[C:26]2[C:14](=[C:15]([CH3:28])[C:16]3[NH:17][C:18]4[CH:19]=[CH:20][C:21]([O:27][CH2:1][C:2]5[CH:7]=[CH:6][CH:5]=[CH:4][CH:3]=5)=[CH:22][C:23]=4[C:24]=3[CH:25]=2)[CH:13]=[CH:12][N:11]=1 |f:3.4.5|. Procedure details: A solution of benzyl bromide (230 μl, 1.9 mMol) in acetone (6 ml) is added at room temperature, over 15 minutes, to a mixture containing 1-chloro-9-hydroxy-5-methyl-6H-pyrido[4,3-b]carbazole (Compound 10) (490 mg, 1.73 mMol), acetone (7 ml), DMF (2 ml) and K2CO3 (400 mg). The assembly is left stirring for 24 h, then the solvents are subsequently evaporated under vacuum. Water is then added (30 ml). The assembly is again left stirring for 24 h. The solid form is recovered by filtration, washed wi... The reactants are FC1=C(C=CC(=C1)F)C(CO)(CO)O (2-(2,4-difluorophenyl)-1,2,3-propanetriol), C(C)(=O)OC(C)=O (acetic anhydride), C(C)(=O)OCC (ethyl acetate). The solvent is N1=CC=CC=C1 (pyridine). Run at time 1 hour. Product: C(C)(=O)OCC(COC(C)=O)(O)C1=C(C=C(C=C1)F)F (1,3-diacetoxy-2-(2,4-difluorophenyl)-2-propanol). RXN SMILES: [F:1][C:2]1[CH:7]=[C:6]([F:8])[CH:5]=[CH:4][C:3]=1[C:9]([OH:14])([CH2:12][OH:13])[CH2:10][OH:11].[C:15](OC(=O)C)(=[O:17])[CH3:16].[C:22](OCC)(=[O:24])[CH3:23]>N1C=CC=CC=1>[C:15]([O:11][CH2:10][C:9]([C:3]1[CH:4]=[CH:5][C:6]([F:8])=[CH:7][C:2]=1[F:1])([OH:14])[CH2:12][O:13][C:22](=[O:24])[CH3:23])(=[O:17])[CH3:16]. Procedure details: In 100 ml of pyridine was dissolved 10 g of 2-(2,4-difluorophenyl)-1,2,3-propanetriol. To the resulting solution was added dropwise 1.1 g of acetic anhydride at room temperature. After the dropping, the resulting liquid was stirred at room temperature for 1 hour. Then, to the reactiom mixture was added 50 ml of ethyl acetate, and an organic layer was separated therefrom. After the organic layer was washed with 1N aqueous solution of hydrochloric acid and further washed with water and saturated a... Reactants: O=C(Oc1ccccc1)c1cccc(C(=O)Oc2ccccc2)c1, Oc1ccc(O)cc1. The product is O=C(Oc1ccccc1)c1cccc(C(=O)Oc2ccc(O)cc2)c1. Reaction SMILES: [C:9]([c:10]1[cH:11][c:12]([C:13](=[O:14])[O:15][c:16]2[cH:17][cH:18][cH:19][cH:20][cH:21]2)[cH:22][cH:23][cH:24]1)(=[O:25])[O:26][c:27]1[cH:28][cH:29][cH:30][cH:31][cH:32]1.[OH:1][c:2]1[cH:3][cH:4][c:5]([OH:6])[cH:7][cH:8]1>>[O:1]([c:2]1[cH:3][cH:4][c:5]([OH:6])[cH:7][cH:8]1)[C:9]([c:10]1[cH:11][c:12]([C:13](=[O:14])[O:15][c:16]2[cH:17][cH:18][cH:19][cH:20][cH:21]2)[cH:22][cH:23][cH:24]1)=[O:25]. Reactants: [N+](=O)(O)[O-].CC1=NN(C(=C1)C)C(N)=N (3,5-dimethyl-1H-pyrazole-1-carboximidamide nitrate), CC(C)([O-])C.[K+] (potassium tert-butoxide), N(=C=S)CCNC(OC(C)(C)C)=O (tert-butyl (2-isothiocyanatoethyl)carbamate). Run in CS(=O)C (DMSO). Run at temperature 60 celsius, time 5 minute. The product is CC1=NN(C(=C1)C)C(=N)NC(=S)NCCNC(OC(C)(C)C)=O (tert-Butyl [2-({[(3,5-dimethyl-1H-pyrazol-1-yl)-(imino)methyl]carbamothioyl}-amino)ethyl]-carbamate). Reaction SMILES: CC(C)([O-])C.[K+].[N+]([O-])(O)=O.[CH3:11][C:12]1[CH:16]=[C:15]([CH3:17])[N:14]([C:18](=[NH:20])[NH2:19])[N:13]=1.[N:21]([CH2:24][CH2:25][NH:26][C:27](=[O:33])[O:28][C:29]([CH3:32])([CH3:31])[CH3:30])=[C:22]=[S:23]>CS(C)=O>[CH3:11][C:12]1[CH:16]=[C:15]([CH3:17])[N:14]([C:18]([NH:19][C:22]([NH:21][CH2:24][CH2:25][NH:26][C:27](=[O:33])[O:28][C:29]([CH3:31])([CH3:30])[CH3:32])=[S:23])=[NH:20])[N:13]=1 |f:0.1,2.3|. Procedure details: 554.7 mg (4.94 mmol) of potassium tert-butoxide are dissolved in 12 ml of DMSO while cooling slightly in ice, and then 596.8 mg (2.96 mmol) of 3,5-dimethyl-1H-pyrazole-1-carboximidamide nitrate are added. A clear solution is produced after stirring for about 5 minutes. Then 500 mg (2.47 mmol) of tert-butyl (2-isothiocyanatoethyl)carbamate are added, and the icebath is removed. The mixture is heated at 60° C. for a further 3 h and the solution obtained in this way is employed for the further subs... Yields the product C(C)(C)(C)OC(NCC(=O)N1[C@@H](CCC1)C#N)=O ((S)-[2-(2-cyano-pyrrolidin-1-yl)-2-oxo-ethyl]-carbamic acid tert-butyl ester). Reaction SMILES: [C:1]([O:5][C:6](=[O:19])[NH:7][CH2:8][C:9]([N:11]1[CH2:15][CH2:14][CH2:13][C@H:12]1[C:16](=O)[NH2:17])=[O:10])([CH3:4])([CH3:3])[CH3:2].N1C=CN=C1.P(Cl)(Cl)(Cl)=O>N1C=CC=CC=1>[C:1]([O:5][C:6](=[O:19])[NH:7][CH2:8][C:9]([N:11]1[CH2:15][CH2:14][CH2:13][C@H:12]1[C:16]#[N:17])=[O:10])([CH3:4])([CH3:2])[CH3:3]. Procedure: In a dry three-necked flask, 286 mL of pyridine, (S)-[2-(2-carbamoyl-pyrrolidin-1-yl)-2-oxo-ethyl]-carbamic acid tert-butyl ester 1b (13.5 g, 49.8 mmol) and imidazole (7.11 g, 104.6 mmol) were added successively under nitrogen atmosphere. Then the reaction system was cooled to −35° C. followed by dropwise addition of phosphorus oxychloride (19 mL, 204.2 mmol) with stirring. The reaction mixture was stirred for 1 hour at the same temperature. After warmed up to room temperature, the reaction mixt... Solvent: N1=CC=CC=C1 (pyridine). Isolated yield 84.8%. Reaction conditions: temperature -35 celsius. Reactants: C(C)(C)(C)OC(NCC(=O)N1[C@@H](CCC1)C(N)=O)=O ((S)-[2-(2-carbamoyl-pyrrolidin-1-yl)-2-oxo-ethyl]-carbamic acid tert-butyl ester), N1C=NC=C1 (imidazole), P(=O)(Cl)(Cl)Cl (phosphorus oxychloride). The reactants are Brc1nc2cccc(NC3CCOC3)n2n1, CCOC(C)=O, COCCOC, [H-], CI, [Na+]. The product is CN(c1cccc2nc(Br)nn12)C1CCOC1. As a reaction SMILES: [Br:1][c:2]1[n:3][n:4]2[c:5]([cH:6][cH:7][cH:8][c:9]2[NH:10][CH:11]2[CH2:12][O:13][CH2:14][CH2:15]2)[n:16]1.[CH3:21][CH2:22][O:23][C:24](=[O:25])[CH3:26].[CH3:27][O:28][CH2:29][CH2:30][O:31][CH3:32].[H-:17].[I:19][CH3:20].[Na+:18]>>[Br:1][c:2]1[n:3][n:4]2[c:5]([cH:6][cH:7][cH:8][c:9]2[N:10]([CH:11]2[CH2:12][O:13][CH2:14][CH2:15]2)[CH3:21])[n:16]1.